From a dataset of the Open Reaction Database (ORD), a public repository of structured organic reaction records. describe an organic reaction: reactants, conditions, products, and yield Starting materials: Cl.COC=1C=C(C=CC1)C(CC1NCCC1)=O (1-(3-methoxyphenyl)-2-(2-pyrrolidinyl)-ethanone hydrochloride), C([O-])([O-])=O.[K+].[K+] (potassium carbonate), BrCCCCCC (1-bromohexane). Solvent: CC(=O)CC (ethyl methyl ketone). Product: C(CCCCC)N1C(CCC1)CC(=O)C1=CC(=CC=C1)OC (2-[1-(n-hexyl)-2-pyrrolidinyl]-1-(3-methoxyphenyl)ethanone). Reaction SMILES: Cl.[CH3:2][O:3][C:4]1[CH:5]=[C:6]([C:10](=[O:17])[CH2:11][CH:12]2[CH2:16][CH2:15][CH2:14][NH:13]2)[CH:7]=[CH:8][CH:9]=1.C(=O)([O-])[O-].[K+].[K+].Br[CH2:25][CH2:26][CH2:27][CH2:28][CH2:29][CH3:30]>CC(CC)=O>[CH2:25]([N:13]1[CH2:14][CH2:15][CH2:16][CH:12]1[CH2:11][C:10]([C:6]1[CH:7]=[CH:8][CH:9]=[C:4]([O:3][CH3:2])[CH:5]=1)=[O:17])[CH2:26][CH2:27][CH2:28][CH2:29][CH3:30] |f:0.1,2.3.4|. Procedure details: 5.11 g of 1-(3-methoxyphenyl)-2-(2-pyrrolidinyl)-ethanone hydrochloride, 5.6 g of anhydrous potassium carbonate, 3.7 g of 1-bromohexane and 60 ml of ethyl methyl ketone are heated under reflux for 18 hours. The solvent is distilled off, the residue is taken up with 50 ml of water and extraction is effected twice with, in each case, 50 ml of diethyl ether. After drying over sodium sulfate, the united organic phases are concentrated to an oil, which is distilled under a high vacuum to obtain 5.0 g... Reactants: [N-]=C=O (isocyanate), compound, NC1=CC=C(C=C1)C#CC=1C=CC=2N(N1)C=C(N2)N (6-[(4-aminophenyl)ethynyl]imidazo[1,2-b]pyridazin-2-amine), ClC1=C(C=CC(=C1)N=C=O)F (2-chloro-1-fluoro-4-isocyanatobenzene). Product: ClC=1C=C(C=CC1F)NC(=O)NC1=CC=C(C=C1)C#CC=1C=CC=2N(N1)C=C(N2)NC(=O)NC2=CC(=C(C=C2)F)Cl (1-(3-chloro-4-fluorophenyl)-3-(4-{[2-({[(3-chloro-4-fluorophenyl)amino]carbonyl}amino)imidazo[1,2-b]pyridazin-6-yl]ethynyl}phenyl)urea). Reaction SMILES: [NH2:1][C:2]1[CH:7]=[CH:6][C:5]([C:8]#[C:9][C:10]2[CH:11]=[CH:12][C:13]3[N:14]([CH:16]=[C:17]([NH2:19])[N:18]=3)[N:15]=2)=[CH:4][CH:3]=1.[Cl:20][C:21]1[CH:26]=[C:25]([N:27]=[C:28]=[O:29])[CH:24]=[CH:23][C:22]=1[F:30].[N-:31]=[C:32]=[O:33]>>[Cl:20][C:21]1[CH:26]=[C:25]([NH:27][C:28]([NH:1][C:2]2[CH:7]=[CH:6][C:5]([C:8]#[C:9][C:10]3[CH:11]=[CH:12][C:13]4[N:14]([CH:16]=[C:17]([NH:19][C:32]([NH:31][C:25]5[CH:24]=[CH:23][C:22]([F:30])=[C:21]([Cl:20])[CH:26]=5)=[O:33])[N:18]=4)[N:15]=3)=[CH:4][CH:3]=2)=[O:29])[CH:24]=[CH:23][C:22]=1[F:30]. Reported procedure: The compound of Example 15 was by preparing 6-[(4-aminophenyl)ethynyl]imidazo[1,2-b]pyridazin-2-amine as in Example 20, followed by a procedure similar to Example 3 using 2-chloro-1-fluoro-4-isocyanatobenzene as the isocyanate (see also Schemes 1, 2, and 9). Yields the product OC1CCN(Cc2ccc(Br)cc2)C1. Reactants: BrCc1ccc(Br)cc1, CN(C)C=O, CCN(C(C)C)C(C)C, Cl, OC1CCNC1. RXN SMILES: [Br:10][c:11]1[cH:12][cH:13][c:14]([CH2:15][Br:16])[cH:17][cH:18]1.[CH3:26][N:27]([CH3:28])[CH:29]=[O:30].[CH:1]([N:2]([CH:3]([CH3:4])[CH3:5])[CH2:6][CH3:7])([CH3:8])[CH3:9].[ClH:19].[NH:20]1[CH2:21][CH:22]([OH:25])[CH2:23][CH2:24]1>>[Br:10][c:11]1[cH:12][cH:13][c:14]([CH2:15][N:20]2[CH2:21][CH:22]([OH:25])[CH2:23][CH2:24]2)[cH:17][cH:18]1. The reactants are CC(C)(C)OC(=O)N1CCC(NC(=O)c2ccc(C#N)cc2F)C(c2ccc(Cl)c(Cl)c2)C1, CI, [H-], [Na+], CN(C)C=O, O. Yields the product CN(C(=O)c1ccc(C#N)cc1F)C1CCN(C(=O)OC(C)(C)C)CC1c1ccc(Cl)c(Cl)c1. As a reaction SMILES: [C:1](#[N:2])[c:3]1[cH:4][c:5]([F:33])[c:6]([C:9](=[O:10])[NH:11][CH:12]2[CH:13]([c:25]3[cH:26][c:27]([Cl:32])[c:28]([Cl:31])[cH:29][cH:30]3)[CH2:14][N:15]([C:18](=[O:19])[O:20][C:21]([CH3:22])([CH3:23])[CH3:24])[CH2:16][CH2:17]2)[cH:7][cH:8]1.[CH3:36][I:37].[H-:34].[Na+:35].[O:39]=[CH:40][N:41]([CH3:42])[CH3:43].[OH2:38]>>[C:1](#[N:2])[c:3]1[cH:4][c:5]([F:33])[c:6]([C:9](=[O:10])[N:11]([CH:12]2[CH:13]([c:25]3[cH:26][c:27]([Cl:32])[c:28]([Cl:31])[cH:29][cH:30]3)[CH2:14][N:15]([C:18](=[O:19])[O:20][C:21]([CH3:22])([CH3:23])[CH3:24])[CH2:16][CH2:17]2)[CH3:36])[cH:7][cH:8]1.